This data is from the Open Reaction Database (ORD), a public repository of structured organic reaction records. The task is: describe an organic reaction: reactants, conditions, products, and yield Starting materials: [Li]CCCC (n-BuLi), C1=CC=C2C(=C1)C(=CS2)Br (3-bromothianaphthene), C(=O)=O (dry ice). Run in CCOCC (ether), CCOCC (ether). Conditions: temperature -78 celsius, time 10 minute. Yields the product S1C2=C(C(=C1)C(=O)O)C=CC=C2 (benzo[b]thiophene-3-carboxylic acid). Reaction SMILES: [CH:1]1[CH:6]=[C:5]2[C:7](Br)=[CH:8][S:9][C:4]2=[CH:3][CH:2]=1.[Li]CCCC.[C:16](=[O:18])=[O:17]>CCOCC>[S:9]1[CH:8]=[C:7]([C:16]([OH:18])=[O:17])[C:5]2[CH:6]=[CH:1][CH:2]=[CH:3][C:4]1=2. Reported procedure: 3-bromothianaphthene (1.63 g, 7.65 mmol) was dissolved in anhydrous ether (30 ml) and n-BuLi (2.5 M, 3.5 ml, 8.65 mmol) was added to the solution at −78° C. The mixture was stirred at −78° C. for 10 min, and then the reaction solution was slowly added to an excessive amount of dry ice dissolved in anhydrous ether (140) under nitrogen conditions. The mixture was heated to room temperature for 1 hour, and then stirred at room temperature for another 2 hours. After the reaction was completed, the p... Reactants: C(C)OCCC=1N=CC(=NC1)N (5-(2-ethoxyethyl)pyrazin-2-amine), C1CC(=O)N(C1=O)Br (NBS). Run in C(Cl)Cl (DCM). Reaction conditions: temperature 0 celsius, time 10 minute. The product is BrC=1C(=NC=C(N1)CCOCC)N (3-bromo-5-(2-ethoxyethyl)pyrazin-2-amine). As a reaction SMILES: [CH2:1]([O:3][CH2:4][CH2:5][C:6]1[N:7]=[CH:8][C:9]([NH2:12])=[N:10][CH:11]=1)[CH3:2].C1C(=O)N([Br:20])C(=O)C1>C(Cl)Cl>[Br:20][C:8]1[C:9]([NH2:12])=[N:10][CH:11]=[C:6]([CH2:5][CH2:4][O:3][CH2:1][CH3:2])[N:7]=1. Procedure details: To a solution of 5-(2-ethoxyethyl)pyrazin-2-amine (45 mg, 0.269 mmol) in DCM (897 μL) was added NBS (43.1 mg, 0.242 mmol) at 0° C. The reaction mixture was stirred at 0° C. for 10 min. After quenched with sat. NaHCO3, the reaction mixture was extracted with EtOAc 3 times. The combined organic layer was washed with water and brine, dried over anhydrous sodium sulfate. Filtered and concentrated in vacuo. The crude product was used in next step reaction without purification. LCMS (m/z): 246.0 (MH+)... The reactants are [Ag+], CCOC(=O)C1=C(C(Br)Br)Nc2ccnc(OC(C)C)c2C1c1ccccc1, CCO, O=[N+]([O-])[O-]. Yields the product CCOC(=O)C1=C(C=O)Nc2ccnc(OC(C)C)c2C1c1ccccc1. RXN SMILES: [Ag+:36].[Br:1][CH:2]([C:3]1=[C:12]([C:13](=[O:14])[O:15][CH2:16][CH3:17])[CH:11]([c:18]2[cH:19][cH:20][cH:21][cH:22][cH:23]2)[c:10]2[c:5]([cH:6][cH:7][n:8][c:9]2[O:24][CH:25]([CH3:26])[CH3:27])[NH:4]1)[Br:28].[CH3:29][CH2:30][OH:31].[N+:32]([O-:33])([O-:34])=[O:35]>>[CH:2]([C:3]1=[C:12]([C:13](=[O:14])[O:15][CH2:16][CH3:17])[CH:11]([c:18]2[cH:19][cH:20][cH:21][cH:22][cH:23]2)[c:10]2[c:5]([cH:6][cH:7][n:8][c:9]2[O:24][CH:25]([CH3:26])[CH3:27])[NH:4]1)=[O:31]. Starting materials: BrC1=CC=C2CC3(C(C2=C1)=N)CCC(CC3)(F)F (6′-bromo-4,4-difluorospiro[cyclohexane-1,2′-inden]-1′(3′H)-imine), O=C(C(N)=S)C (2-oxopropanethioamide), O=C(C(N)=S)C (2-oxopropanethioamide). Run in CO (MeOH). Reaction conditions: temperature 60 celsius. The product is BrC1=CC=C2CC3(CCC(CC3)(F)F)C3(N=C(C(N3)=S)C)C2=C1 (6′-Bromo-4,4-difluoro-5″-methyl-3′H-dispiro[cyclohexane-1,2′-indene-1′,2″-imidazole]-4″(3″H)-thione). Isolated yield 72.9%. RXN SMILES: [Br:1][C:2]1[CH:10]=[C:9]2[C:5]([CH2:6][C:7]3([CH2:16][CH2:15][C:14]([F:18])([F:17])[CH2:13][CH2:12]3)[C:8]2=[NH:11])=[CH:4][CH:3]=1.O=[C:20]([CH3:24])[C:21](=[S:23])[NH2:22]>CO>[Br:1][C:2]1[CH:10]=[C:9]2[C:5]([CH2:6][C:7]3([C:8]42[NH:22][C:21](=[S:23])[C:20]([CH3:24])=[N:11]4)[CH2:12][CH2:13][C:14]([F:17])([F:18])[CH2:15][CH2:16]3)=[CH:4][CH:3]=1. Procedure: 6′-Bromo-4,4-difluorospiro[cyclohexane-1,2′-inden]-1′(3′H)-imine (Example 27 Step 2, 418 mg, 1.33 mmol) and 2-oxopropanethioamide (Intermediate 2, 412 mg, 3.99 mmol) were dissolved in dry MeOH (6 mL) and the resulting solution was heated at 60° C. under N2(g) overnight. The reaction mixture was allowed to cool to r.t. A precipitate formed which was filtered off and dried in vacuo, yielding the title compound (387 mg, 73% yield). 1H NMR (500 MHz, DMSO-d6) δ ppm 1.29-1.47 (m, 2 H), 1.49-1.62 (m, 2... Starting materials: COC(=O)Cc1ccccc1OCCCBr, O=C([O-])[O-], C1CCNCC1, CC#N, [I-], [K+], [K+], [Na+]. The product is COC(=O)Cc1ccccc1OCCCN1CCCCC1. Reaction SMILES: [Br:15][CH2:16][CH2:17][CH2:18][O:19][c:20]1[c:21]([CH2:26][C:27](=[O:28])[O:29][CH3:30])[cH:22][cH:23][cH:24][cH:25]1.[C:1](=[O:2])([O-:3])[O-:4].[CH2:9]1[CH2:10][CH2:11][NH:12][CH2:13][CH2:14]1.[CH3:31][C:32]#[N:33].[I-:8].[K+:5].[K+:6].[Na+:7]>>[CH2:9]1[CH2:10][CH2:11][N:12]([CH2:16][CH2:17][CH2:18][O:19][c:20]2[c:21]([CH2:26][C:27](=[O:28])[O:29][CH3:30])[cH:22][cH:23][cH:24][cH:25]2)[CH2:13][CH2:14]1. Starting materials: CNC (Dimethyl amine), C[Al](C)C (trimethyl aluminium), COC(C1=CC(=C(C=C1)O)NC(COC1=CC=C(C=C1)C12CC3CC(CC(C1)C3)C2)=O)=O (3-[2-(4-adamantan-1-yl-phenoxy)acetylamino]-4-hydroxy-benzoic acid methyl ester), Cl (HCl). The solvent is C1(=CC=CC=C1)C (toluene), C1(=CC=CC=C1)C (toluene). Conditions: temperature 80 celsius, time 0.25 hour. Product: C12(CC3CC(CC(C1)C3)C2)C2=CC=C(OCC(=O)NC=3C=C(C(=O)N(C)C)C=CC3O)C=C2 (3-[2-(4-adamantan-1-yl-phenoxy)-acetylamino]-4-hydroxy-N,N-dimethyl-benzamide). The yield is 33.1%. Reaction SMILES: [CH3:1][NH:2][CH3:3].C[Al](C)C.C[O:9][C:10](=O)[C:11]1[CH:16]=[CH:15][C:14]([OH:17])=[C:13]([NH:18][C:19](=[O:38])[CH2:20][O:21][C:22]2[CH:27]=[CH:26][C:25]([C:28]34[CH2:37][CH:32]5[CH2:33][CH:34]([CH2:36][CH:30]([CH2:31]5)[CH2:29]3)[CH2:35]4)=[CH:24][CH:23]=2)[CH:12]=1.Cl>C1(C)C=CC=CC=1>[C:28]12([C:25]3[CH:26]=[CH:27][C:22]([O:21][CH2:20][C:19]([NH:18][C:13]4[CH:12]=[C:11]([CH:16]=[CH:15][C:14]=4[OH:17])[C:10]([N:2]([CH3:3])[CH3:1])=[O:9])=[O:38])=[CH:23][CH:24]=3)[CH2:35][CH:34]3[CH2:33][CH:32]([CH2:31][CH:30]([CH2:36]3)[CH2:29]1)[CH2:37]2. Reported procedure: Dimethyl amine (0.06 ml, 0.12 mmol) in anhydrous toluene 2 ml was treated with trimethyl aluminium (in 2.0 M Hexane, 0.15 ml, 0.31 mmol) under nitrogen. After 0.25 h, It was added 3-[2-(4-adamantan-1-yl-phenoxy)acetylamino]-4-hydroxy-benzoic acid methyl ester (30.1 mg, 0.07 mmol) in toluene 4 ml. The mixture was stirred for 3 h at 80° C. After cooling, the reaction mixture was treated with diluted HCl until no foaming more. The reaction mixture was separated with ethyl acetate and sodium bicarbo... The reactants are [Li]CCCC (BuLi), dibromo alkene, C1CCOC1 (THF). Run at time 30 minute. Product: CC(COCC1=CC=CC=C1)C#C ({[(2-Methylbut-3-yn-1-yl)oxy]methyl}benzene). As a reaction SMILES: [Li][CH2:2][CH2:3][CH2:4][CH3:5].[CH2:6]1[CH2:10][O:9][CH2:8][CH2:7]1>>[CH3:2][CH:3]([C:4]#[CH:5])[CH2:8][O:9][CH2:10][C:6]1[CH:7]=[CH:5][CH:4]=[CH:3][CH:2]=1. Procedure details: A solution of BuLi (4.32 ml, 6.92 mmol) (1.6M in hexanes) was added dropwise to a stirred solution of the dibromo alkene (above, 1.1 g, 3.29 mmol) in dry THF (15 ml) under N2, such that the internal temperature <−70° C. The reaction was stirred at this temperature for 30 minutes and then quenched with saturated aqueous ammonium chloride (1 ml) before being allowed to warm to RT. The mixture was partitioned between diethyl ether and water. The aqueous layer was extracted with diethyl ether (×2). ... The reactants are O=C(n1ccnc1)n1ccnc1, C1CCOC1, Cn1cc(C(=O)O)c(Nc2ccc(I)cc2F)cc1=O, NCC(O)CO, CN(C)C=O. Product: Cn1cc(C(=O)NCC(O)CO)c(Nc2ccc(I)cc2F)cc1=O. As a reaction SMILES: [C:21]([n:22]1[cH:23][cH:24][n:25][cH:26]1)([n:27]1[cH:28][cH:29][n:30][cH:31]1)=[O:32].[CH2:39]1[O:40][CH2:41][CH2:42][CH2:43]1.[F:1][c:2]1[c:3]([NH:4][c:5]2[c:6]([C:13](=[O:14])[OH:15])[cH:7][n:8]([CH3:12])[c:9](=[O:11])[cH:10]2)[cH:16][cH:17][c:18]([I:20])[cH:19]1.[NH2:33][CH2:34][CH:35]([CH2:36][OH:37])[OH:38].[O:44]=[CH:45][N:46]([CH3:47])[CH3:48]>>[F:1][c:2]1[c:3]([NH:4][c:5]2[c:6]([C:13](=[O:15])[NH:33][CH2:34][CH:35]([CH2:36][OH:37])[OH:38])[cH:7][n:8]([CH3:12])[c:9](=[O:11])[cH:10]2)[cH:16][cH:17][c:18]([I:20])[cH:19]1.